This data is from the Open Reaction Database (ORD), a public repository of structured organic reaction records. The task is: describe an organic reaction: reactants, conditions, products, and yield The reactants are [N+](=O)(O)[O-] (nitric acid), [OH-].[Na+] (sodium hydroxide), CC1=NC2=C3N=C(C=CC3=CC=C2C=C1)C (2,9-dimethyl-1,10-phenanthroline), ice. Run in S(O)(O)(=O)=O (sulfuric acid). Conditions: temperature 115 celsius. The product is [N+](=O)([O-])C1=C2C=CC(=NC2=C2N=C(C=CC2=C1)C)C (5-nitro-2,9-dimethyl-1,10-phenanthroline). Reaction SMILES: [N+:1]([O-:4])(O)=[O:2].[CH3:5][C:6]1[CH:19]=[CH:18][C:17]2[C:8](=[C:9]3[C:14](=[CH:15][CH:16]=2)[CH:13]=[CH:12][C:11]([CH3:20])=[N:10]3)[N:7]=1.[OH-].[Na+]>S(=O)(=O)(O)O>[N+:1]([C:15]1[CH:16]=[C:17]2[C:8]([N:7]=[C:6]([CH3:5])[CH:19]=[CH:18]2)=[C:9]2[C:14]=1[CH:13]=[CH:12][C:11]([CH3:20])=[N:10]2)([O-:4])=[O:2] |f:2.3|. Reported procedure: An acid mixture composed of 5 mL nitric acid (GR (Guaranteed Reagent) grade undiluted solution from Wako Pure Chemical Industries Ltd.) and 10 mL sulfuric acid (GR grade undiluted solution from Wako Pure Chemical Industries Ltd.) was added to 0.5 g of 2,9-dimethyl-1,10-phenanthroline (Wako Pure Chemical Industries Ltd.) and the mixture was heated to 115° C. for 1 hour. To the resulting solution, 100 g of ice was added and the pH of the chilled solution was adjusted to 8.0 by the addition of sodi... Starting materials: NC=1C=C(C=CC1OC)C=1OC2=C(N1)C=C(C=C2)C2=C(C(=CC=C2)Cl)Cl (2-(3-amino-4-methoxyphenyl)-5-(2,3-dichlorophenyl)benzoxazole), C1=CC2=C(C=C1C(=O)O)C(=O)OC2=O (1,2,4-benzenetricarboxylic anhydride). Yields the product COC1=C(C=C(C=C1)C=1OC2=C(N1)C=C(C=C2)C2=C(C(=CC=C2)Cl)Cl)N2C(C1=CC=C(C=C1C2=O)C(=O)O)=O (2-[2-Methoxy-5-[5-(2,3-dichlorophenyl)benzoxazol-2-yl]phenyl]-1,3-dioxo-2,3-dihydro-1H-isoindole-5-carboxylic acid). As a reaction SMILES: [NH2:1][C:2]1[CH:3]=[C:4]([C:10]2[O:11][C:12]3[CH:18]=[CH:17][C:16]([C:19]4[CH:24]=[CH:23][CH:22]=[C:21]([Cl:25])[C:20]=4[Cl:26])=[CH:15][C:13]=3[N:14]=2)[CH:5]=[CH:6][C:7]=1[O:8][CH3:9].[CH:27]1[C:32]([C:33]([OH:35])=[O:34])=[CH:31][C:30]2[C:36]([O:38][C:39](=O)[C:29]=2[CH:28]=1)=[O:37]>>[CH3:9][O:8][C:7]1[CH:6]=[CH:5][C:4]([C:10]2[O:11][C:12]3[CH:18]=[CH:17][C:16]([C:19]4[CH:24]=[CH:23][CH:22]=[C:21]([Cl:25])[C:20]=4[Cl:26])=[CH:15][C:13]=3[N:14]=2)=[CH:3][C:2]=1[N:1]1[C:36](=[O:37])[C:30]2[C:29](=[CH:28][CH:27]=[C:32]([C:33]([OH:35])=[O:34])[CH:31]=2)[C:39]1=[O:38]. Reported procedure: Prepared by the method of Example 1b), from 2-(3-amino-4-methoxyphenyl)-5-(2,3-dichlorophenyl)benzoxazole (238 mg, 0.60 mmol) and 1,2,4-benzenetricarboxylic anhydride (119 mg, 0.60 mmol) the title compound was obtained (191 mg, 57%). 1H NMR (DMSO) δ 8.46(dd, 1H), 8.35(m, 3H), 8.13(d, 1H), 7.84(m, 2H), 7.70(m, 1H), 7.47(m, 4H), 3.87(s, 3H). MS 560 m/z (M+H)+. Starting materials: C(C)(=O)NC=1SC=C(N1)CC(=O)OCC (Ethyl 2-(2-acetylaminothiazol-4-yl)acetate). The solvent is C(C)O (ethanol). Yields the product C(C)(=O)NC=1SC=C(N1)CC(=O)O (2-(2-acetylaminothiazol-4-yl)acetic acid). Reaction SMILES: [C:1]([NH:4][C:5]1[S:6][CH:7]=[C:8]([CH2:10][C:11]([O:13]CC)=[O:12])[N:9]=1)(=[O:3])[CH3:2]>C(O)C>[C:1]([NH:4][C:5]1[S:6][CH:7]=[C:8]([CH2:10][C:11]([OH:13])=[O:12])[N:9]=1)(=[O:3])[CH3:2]. Procedure: Ethyl 2-(2-acetylaminothiazol-4-yl)acetate was reacted in a mixture of ethanol-1M sodium hydroxide aqueous solution (1:1) at room temperature, and then the reaction mixture was worked up and purified in a usual manner to obtain 2-(2-acetylaminothiazol-4-yl)acetic acid as a colorless solid. MS: 201. Conditions: temperature 75 celsius. Reactants: C(CC(O)(C(=O)O)CC(=O)O)(=O)O (citric acid), [H-].[Na+] (Sodium hydride), ClC1=NC=C(C=N1)OC (2-chloro-5-methoxy-pyrimidine), OCCOC1=C(C(=NC(=N1)C1=NC=CC=N1)NS(=O)(=O)CCC)OC1=C(C=CC=C1)OC (n-Propanesulfonic acid [6-(2-hydroxy-ethoxy)-5-(2-methoxy-phenoxy)-[2,2′]bipyrimidinyl-4-yl]-amide). Yield: 53.7%. The product is COC=1C=NC(=NC1)OCCOC1=C(C(=NC(=N1)C1=NC=CC=N1)NS(=O)(=O)CCC)OC1=C(C=CC=C1)OC (n-propanesulfonic acid [6-[2-(5-methoxy-pyrimidin-2-yloxy)-ethoxy]-5-(2-methoxy-phenoxy)-[2,2′]bipyrimidinyl-4-yl]-amide). The solvent is C1CCOC1 (THF). Procedure: n-Propanesulfonic acid [6-(2-hydroxy-ethoxy)-5-(2-methoxy-phenoxy)-[2,2′]bipyrimidinyl-4-yl]-amide (92 mg) was dissolved in THF (6 ml). Sodium hydride (40 mg) and 2-chloro-5-methoxy-pyrimidine (92 mg) were added and the mixture was heated to 75° C. for 6 h, then poured onto water, acidified with solid citric acid and the precipitate was filtered off. The crude material was purified by crystallization from methanol to give n-propanesulfonic acid [6-[2-(5-methoxy-pyrimidin-2-yloxy)-ethoxy]-5-(2-me... Reaction SMILES: [OH:1][CH2:2][CH2:3][O:4][C:5]1[N:10]=[C:9]([C:11]2[N:16]=[CH:15][CH:14]=[CH:13][N:12]=2)[N:8]=[C:7]([NH:17][S:18]([CH2:21][CH2:22][CH3:23])(=[O:20])=[O:19])[C:6]=1[O:24][C:25]1[CH:30]=[CH:29][CH:28]=[CH:27][C:26]=1[O:31][CH3:32].[H-].[Na+].Cl[C:36]1[N:41]=[CH:40][C:39]([O:42][CH3:43])=[CH:38][N:37]=1.C(O)(=O)CC(CC(O)=O)(C(O)=O)O>C1COCC1>[CH3:43][O:42][C:39]1[CH:38]=[N:37][C:36]([O:1][CH2:2][CH2:3][O:4][C:5]2[N:10]=[C:9]([C:11]3[N:16]=[CH:15][CH:14]=[CH:13][N:12]=3)[N:8]=[C:7]([NH:17][S:18]([CH2:21][CH2:22][CH3:23])(=[O:20])=[O:19])[C:6]=2[O:24][C:25]2[CH:30]=[CH:29][CH:28]=[CH:27][C:26]=2[O:31][CH3:32])=[N:41][CH:40]=1 |f:1.2|. Reactants: CCOC(=O)CCCCC(=O)[O-], CCN=C=NCCCN(C)C, ClCCl, CN(C)c1ccncc1, CCOC(C)=O, CC(N)C(C=Cc1ccc2ccccc2c1)Cc1ccc(Cl)c(Cl)c1, Cl. Product: CC(NC(=O)CCCCC(=O)O)C(C=Cc1ccc2ccccc2c1)Cc1ccc(Cl)c(Cl)c1. As a reaction SMILES: [C:26]([CH2:27][CH2:28][CH2:29][CH2:30][C:31](=[O:32])[O-:33])(=[O:34])[O:35][CH2:36][CH3:37].[CH2:39]([N:40]=[C:41]=[N:42][CH2:43][CH2:44][CH2:45][N:46]([CH3:47])[CH3:48])[CH3:49].[CH2:50]([Cl:51])[Cl:52].[CH3:53][N:54]([CH3:55])[c:56]1[cH:57][cH:58][n:59][cH:60][cH:61]1.[CH3:62][CH2:63][O:64][C:65](=[O:66])[CH3:67].[Cl:1][c:2]1[cH:3][c:4]([CH2:5][CH:6]([CH:7]([CH3:8])[NH2:9])[CH:10]=[CH:11][c:12]2[cH:13][c:14]3[cH:15][cH:16][cH:17][cH:18][c:19]3[cH:20][cH:21]2)[cH:22][cH:23][c:24]1[Cl:25].[ClH:38]>>[Cl:1][c:2]1[cH:3][c:4]([CH2:5][CH:6]([CH:7]([CH3:8])[NH:9][C:26]([CH2:27][CH2:28][CH2:29][CH2:30][C:31](=[O:32])[OH:33])=[O:34])[CH:10]=[CH:11][c:12]2[cH:13][c:14]3[cH:15][cH:16][cH:17][cH:18][c:19]3[cH:20][cH:21]2)[cH:22][cH:23][c:24]1[Cl:25]. Reactants: C1(=CC=CC=C1)COC(C1=CC(=CC(=C1)OCCCCCCCCCCCCCCCCCC)OCCCCCCC1=C(C(=CC=C1)OCC1=CC=CC=C1)OCC1=CC=CC=C1)=O (3-[[6-[2,3-bis(phenylmethoxy)phenyl]hexyl]oxy]-5-(octadecyloxy)benzoic acid phenylmethyl ester), CCCCCC (hexane), [H][H] (hydrogen), crude product. Reagents/catalysts: [Pd] (palladium on carbon). Run in C1CCOC1 (THF). Run at time 5 hour. Yields the product OC1=C(C=CC=C1O)CCCCCCOC=1C=C(C(=O)O)C=C(C1)OCCCCCCCCCCCCCCCCCC (3-[[6-(2,3-dihydroxyphenyl) hexyl]oxy]-5-(octadecyloxy)benzoic acid). The yield is 87.1%. As a reaction SMILES: C1(C[O:8][C:9](=[O:64])[C:10]2[CH:15]=[C:14]([O:16][CH2:17][CH2:18][CH2:19][CH2:20][CH2:21][CH2:22][CH2:23][CH2:24][CH2:25][CH2:26][CH2:27][CH2:28][CH2:29][CH2:30][CH2:31][CH2:32][CH2:33][CH3:34])[CH:13]=[C:12]([O:35][CH2:36][CH2:37][CH2:38][CH2:39][CH2:40][CH2:41][C:42]3[CH:47]=[CH:46][CH:45]=[C:44]([O:48]CC4C=CC=CC=4)[C:43]=3[O:56]CC3C=CC=CC=3)[CH:11]=2)C=CC=CC=1.[H][H].CCCCCC>[Pd].C1COCC1>[OH:56][C:43]1[C:44]([OH:48])=[CH:45][CH:46]=[CH:47][C:42]=1[CH2:41][CH2:40][CH2:39][CH2:38][CH2:37][CH2:36][O:35][C:12]1[CH:11]=[C:10]([CH:15]=[C:14]([O:16][CH2:17][CH2:18][CH2:19][CH2:20][CH2:21][CH2:22][CH2:23][CH2:24][CH2:25][CH2:26][CH2:27][CH2:28][CH2:29][CH2:30][CH2:31][CH2:32][CH2:33][CH3:34])[CH:13]=1)[C:9]([OH:64])=[O:8]. Reported procedure: A mixture of 2.0 g of 3-[[6-[2,3-bis(phenylmethoxy)phenyl]hexyl]oxy]-5-(octadecyloxy)benzoic acid phenylmethyl ester and 0.5 g of 10% palladium on carbon in 100 ml of THF was stirred in a hydrogen atmosphere until uptake ceased after 5 hours. The usual workup followed by trituration of the crude product with hexane gave 1.2 g (88% yield, mp 92°-94°) of 3-[[6-(2,3-dihydroxyphenyl) hexyl]oxy]-5-(octadecyloxy)benzoic acid.